Dataset: the Open Reaction Database (ORD), a public repository of structured organic reaction records. Task: describe an organic reaction: reactants, conditions, products, and yield Reactants: COC(=O)C=1NC2=CC=CC=C2C1OC (2-methoxy carbonyl-3-methoxy indole), BrCCCCl (1-bromo-3-chloro propane), CN(C=O)C (dimethyl formamide), [H-].[Na+] (sodium hydride). Run in O (water), C(C)(=O)OCC (ethyl acetate). Reaction conditions: temperature 0 celsius. Yields the product ClCCCN1C(=C(C2=CC=CC=C12)OC)C(=O)OC (1-(γ-chloro propyl)-2-methoxy carbonyl-3-methoxy indole). As a reaction SMILES: [CH3:1][O:2][C:3]([C:5]1[NH:6][C:7]2[C:12]([C:13]=1[O:14][CH3:15])=[CH:11][CH:10]=[CH:9][CH:8]=2)=[O:4].CN(C)C=O.[H-].[Na+].Br[CH2:24][CH2:25][CH2:26][Cl:27]>O.C(OCC)(=O)C>[Cl:27][CH2:26][CH2:25][CH2:24][N:6]1[C:7]2[C:12](=[CH:11][CH:10]=[CH:9][CH:8]=2)[C:13]([O:14][CH3:15])=[C:5]1[C:3]([O:2][CH3:1])=[O:4] |f:2.3|. Procedure: 20.5 g. of 2-methoxy carbonyl-3-methoxy indole are dissolved in 100 ml. of dimethyl formamide. 3 g. of 80% sodium hydride are added portion by portion thereto at 0° C., while stirring. After heating the mixture to room temperature, 20 g. of 1-bromo-3-chloro propane are added thereto. The reaction mixture is heated to 80° C. for 12 hours whereupon the solvent is drawn off. The reaction mixture is worked up in the usual manner by means of ethyl acetate and water. The resulting crude reaction produ... Solvent: C(C)N(CC)CC (triethylamine). The product is COC(CCC1=CC(=CC=C1)CN(CC=1OC2=C(C1)C=CC=C2)S(=O)(=O)C2=CC=CC=C2)=O (3-{3-[(Benzenesulfonyl-benzofuran-2-ylmethyl-amino)-methyl]-phenyl}-propionic acid methyl ester). Reaction SMILES: [C:1]1([S:7]([N:10]([CH2:21][C:22]2[CH:23]=[C:24]([CH2:28][CH2:29][C:30]([OH:32])=[O:31])[CH:25]=[CH:26][CH:27]=2)[CH2:11][C:12]2[O:13][C:14]3[CH:20]=[CH:19][CH:18]=[CH:17][C:15]=3[CH:16]=2)(=[O:9])=[O:8])[CH:6]=[CH:5][CH:4]=[CH:3][CH:2]=1.[C:33]1(S(Cl)(=O)=O)C=CC=CC=1>C(N(CC)CC)C>[CH3:33][O:31][C:30](=[O:32])[CH2:29][CH2:28][C:24]1[CH:25]=[CH:26][CH:27]=[C:22]([CH2:21][N:10]([S:7]([C:1]2[CH:2]=[CH:3][CH:4]=[CH:5][CH:6]=2)(=[O:9])=[O:8])[CH2:11][C:12]2[O:13][C:14]3[CH:20]=[CH:19][CH:18]=[CH:17][C:15]=3[CH:16]=2)[CH:23]=1. Procedure: The title compound of Step B was prepared following the method described in Step B of Example 1 from 3-(3-{[(benzofuran-2-ylmethyl)-amino]-methyl}-phenyl)-propionic acid methyl ester of Step A and benzenesulfonyl chloride using triethylamine in place of N,N-diisopropylethylamine. 1H NMR (400 MHz, CDCl3) δ 7.83 (m, 2H), 7.52-7.42 (m, 3H), 7.26-7.09 (m, 8H), 6.39 (d, 1H), 4.46 (s, 2H), 4.39 (s, 2H), 3.68 (s, 3H), 2.88 (t, 2H), 2.57 (t, 2H). Reactants: C1(=CC=CC=C1)S(=O)(=O)N(CC=1OC2=C(C1)C=CC=C2)CC=2C=C(C=CC2)CCC(=O)O (3-{3-[(Benzenesulfonyl-benzofuran-2-ylmethyl-amino)-methyl]-phenyl}-propionic acid), C1(=CC=CC=C1)S(=O)(=O)Cl (benzenesulfonyl chloride). The reactants are [Li]CCCC, C1CCOC1, COc1ccccc1N1CCN(C)CC1, CCCCCC, O=C=O, O. The product is COc1c(C(=O)O)cccc1N1CCN(C)CC1. As a reaction SMILES: [CH2:16]([Li:17])[CH2:18][CH2:19][CH3:20].[CH2:24]1[O:25][CH2:26][CH2:27][CH2:28]1.[CH3:1][O:2][c:3]1[c:4]([N:9]2[CH2:10][CH2:11][N:12]([CH3:15])[CH2:13][CH2:14]2)[cH:5][cH:6][cH:7][cH:8]1.[CH3:29][CH2:30][CH2:31][CH2:32][CH2:33][CH3:34].[O:21]=[C:22]=[O:23].[OH2:35]>>[CH3:1][O:2][c:3]1[c:4]([N:9]2[CH2:10][CH2:11][N:12]([CH3:15])[CH2:13][CH2:14]2)[cH:5][cH:6][cH:7][c:8]1[C:22](=[O:21])[OH:23]. Starting materials: ClC1=NC2=CC(=CC(=C2C(=C1C)Cl)F)F (2,4-dichloro-5,7-difluoro-3-methylquinoline), C([O-])([O-])=O.[K+].[K+] (potassium carbonate), FC(C1=C(C=CC(=C1)C(F)(F)F)B(O)O)(F)F (2,4-bis(trifluoromethyl)phenylboronic acid), palladium tetrakistriphenylphosphine. Solvent: C1(=CC=CC=C1)C (toluene). Yields the product FC(C1=C(C=CC(=C1)C(F)(F)F)C1=NC2=CC(=CC(=C2C(=C1C)Cl)F)F)(F)F (2-(2,4-bis(trifluoromethyl)phenyl)-4-chloro-5,7-difluoro-3-methylquinoline). As a reaction SMILES: Cl[C:2]1[C:11]([CH3:12])=[C:10]([Cl:13])[C:9]2[C:4](=[CH:5][C:6]([F:15])=[CH:7][C:8]=2[F:14])[N:3]=1.[F:16][C:17]([F:32])([F:31])[C:18]1[CH:23]=[C:22]([C:24]([F:27])([F:26])[F:25])[CH:21]=[CH:20][C:19]=1B(O)O.C(=O)([O-])[O-].[K+].[K+]>C1(C)C=CC=CC=1>[F:16][C:17]([F:31])([F:32])[C:18]1[CH:23]=[C:22]([C:24]([F:25])([F:26])[F:27])[CH:21]=[CH:20][C:19]=1[C:2]1[C:11]([CH3:12])=[C:10]([Cl:13])[C:9]2[C:4](=[CH:5][C:6]([F:15])=[CH:7][C:8]=2[F:14])[N:3]=1 |f:2.3.4|. Procedure: The Suzuki coupled product was prepared according to Procedure F using 2,4-dichloro-5,7-difluoro-3-methylquinoline (0.50 g, 2.02 mmol), 2,4-bis(trifluoromethyl)phenylboronic acid (0.572 g, 2.22 mmol), palladium tetrakistriphenylphosphine (0.23 g, 0.20 mmol), potassium carbonate (0.56 g, 4.03 mmol) in toluene (4 mL) at 100° C. for 22 h to give 2-(2,4-bis(trifluoromethyl)phenyl)-4-chloro-5,7-difluoro-3-methylquinoline as a crystalline solid. Mass Spectrum (ESI) m/e=426.0 (M+1). Reactants: C(C)(C)C1(N=C(NC1=O)C1=C(C=C2C(=N1)C=CO2)C(=O)OC)C (methyl 5-(4-isopropyl-4-methyl-5-oxo-2-imidazolin-2-yl)furo[3,2-b]pyridine-6-carboxylate), Cl (HCl), Cl (HCl), [OH-].[Na+] (NaOH), Cl (hydrochloric acid), C(#N)[BH3-].[Na+] (sodium cyanoborohydride), [BH3-]C#N.[Na+] (NaCNBH3). Reagents/catalysts: CN(C)C=1C=CC(=CC1)N=NC=2C=CC(=CC2)S(=O)(=O)O (methyl orange). Run in CO (methanol). Reaction conditions: temperature 0 celsius. Yields the product C(C)(C)C1(NC(NC1=O)C1=C(C=C2C(=N1)C=CO2)C(=O)OC)C (methyl 5-(4-isopropyl-4-methyl-5-oxo-2-imidazolidinyl)furo[3,2-b]pyridine-6-carboxylate). As a reaction SMILES: [CH:1]([C:4]1([CH3:23])[C:8](=[O:9])[NH:7][C:6]([C:10]2[N:15]=[C:14]3[CH:16]=[CH:17][O:18][C:13]3=[CH:12][C:11]=2[C:19]([O:21][CH3:22])=[O:20])=[N:5]1)([CH3:3])[CH3:2].Cl.C([BH3-])#N.[Na+].[OH-].[Na+]>CO.CN(C1C=CC(N=NC2C=CC(S(O)(=O)=O)=CC=2)=CC=1)C>[CH:1]([C:4]1([CH3:23])[C:8](=[O:9])[NH:7][CH:6]([C:10]2[N:15]=[C:14]3[CH:16]=[CH:17][O:18][C:13]3=[CH:12][C:11]=2[C:19]([O:21][CH3:22])=[O:20])[NH:5]1)([CH3:3])[CH3:2] |f:2.3,4.5|. Reported procedure: A solution of 22.1 mmol of methyl 5-(4-isopropyl-4-methyl-5-oxo-2-imidazolin-2-yl)furo[3,2-b]pyridine-6-carboxylate in methanol is cooled to 0° C. and a few drops of methyl orange indicator added. The solution is stirred and treated with 22.1 mmol of concentrated hydrochloric acid. The solution is then treated with 22.1 mmol of sodium cyanoborohydride, and the pH maintained at ~3 by the addition of 2N methanolic HCl, stirred overnight, cooled to 0° C. and the pH of the solution adjusted to about... Reactants: CC[O-], CCO, O=[N+]([O-])c1cccc(CCl)c1, [Na+]. The product is CCOCc1cccc([N+](=O)[O-])c1. Reaction SMILES: [CH3:13][CH2:14][O-:15].[CH3:16][CH2:17][OH:18].[N+:1](=[O:2])([O-:3])[c:4]1[cH:5][c:6]([CH2:7][Cl:8])[cH:9][cH:10][cH:11]1.[Na+:12]>>[N+:1](=[O:2])([O-:3])[c:4]1[cH:5][c:6]([CH2:7][O:15][CH2:14][CH3:13])[cH:9][cH:10][cH:11]1. Reactants: [Br-], CC(=O)Nc1cccc(B(O)O)c1, O=C1NCCc2c(-c3ccccc3)[nH]c3cccc1c23. Reaction SMILES: [Br-:21].[C:22]([CH3:23])(=[O:24])[NH:25][c:26]1[cH:27][c:28]([B:29]([OH:30])[OH:31])[cH:32][cH:33][cH:34]1.[c:1]1(-[c:7]2[nH:8][c:9]3[cH:10][cH:11][cH:12][c:13]4[c:14]3[c:15]2[CH2:16][CH2:17][NH:18][C:19]4=[O:20])[cH:2][cH:3][cH:4][cH:5][cH:6]1>>[c:1]1(-[c:7]2[nH:8][c:9]3[cH:10][cH:11][cH:12][c:13]4[c:14]3[c:15]2[CH2:16][CH2:17][NH:18][C:19]4=[O:20])[cH:2][c:3]([NH:25][C:22]([CH3:23])=[O:24])[cH:4][cH:5][cH:6]1. Yields the product CC(=O)Nc1cccc(-c2[nH]c3cccc4c3c2CCNC4=O)c1. Starting materials: ClC1=C(C=CC(=C1)Cl)S (2,4-dichlorothiophenol), ClC=1C=C(C=O)C=CC1F (3-chloro-4-fluoro-benzaldehyde), NCCCCCCO (6-amino-1-hexanol), BrC1=C(C=CC=C1)S (2-bromothiophenol), ClC1=C(C=O)C=CC=C1 (2-chlorobenzaldehyde), C(C)(=O)N1CCNCCC1 (4-acetylhomopiperazine). Product: BrC1=C(C=CC=C1)SC1=C(C=C(C=C1)\C=C\C(=O)N1CCN(CCC1)C(C)=O)Cl ((2-Bromophenyl)[2-chloro-4-(E-((4-acetylhomopiperazin-1-yl)carbonyl) ethenyl)phenyl]sulfide). As a reaction SMILES: [Cl:1][C:2]1[CH:7]=[C:6](Cl)[CH:5]=[CH:4][C:3]=1[SH:9].[Br:10][C:11]1[CH:16]=[CH:15][CH:14]=[CH:13][C:12]=1S.ClC1C=CC=[CH:23][C:20]=1[CH:21]=[O:22].ClC1C=C(C=CC=1F)C=O.NCCCCCCO.[C:45]([N:48]1[CH2:54][CH2:53][CH2:52][NH:51][CH2:50][CH2:49]1)(=[O:47])[CH3:46]>>[Br:10][C:11]1[CH:16]=[CH:15][CH:14]=[CH:13][C:12]=1[S:9][C:3]1[CH:4]=[CH:5][C:6](/[CH:23]=[CH:20]/[C:21]([N:51]2[CH2:52][CH2:53][CH2:54][N:48]([C:45](=[O:47])[CH3:46])[CH2:49][CH2:50]2)=[O:22])=[CH:7][C:2]=1[Cl:1]. Procedure details: The title compound was prepared by the procedures described in Example 1 substituting 2,4-dichlorothiophenol with 2-bromothiophenol, 2-chlorobenzaldehyde with 3-chloro-4-fluoro-benzaldehyde, and 6-amino-1-hexanol with 4-acetylhomopiperazine. 1H NMR (DMSO-d6, 300 MHz) δ 8.10 (m, 1H), 7.81 (d, J=7.7 Hz, 1H), 7.64 (m, 1H), 7.24-7.51 (m, 5H), 7.05 (m, 1H), 3.39-3.77 (m, 8H), 1.97 (m, 3H), 1.68 (m, 2H). HRMS calculated for C22H22N2O2S1Br1Cl1: 493.0352. Observed: 493.0352. Product: FC1=CC=C(C=C1)C(C)OC1=CC(N(C=C1)C1=CC=C(C=C1)OCCN1CCCC1)=O (4-[1-(4-fluorophenyl)ethoxy]-1-{4-[2-(1-pyrrolidinyl)ethoxy]phenyl}-1H-pyridin-2-one). RXN SMILES: [F:1][C:2]1[CH:7]=[CH:6][C:5]([CH:8]([O:10][C:11]2[CH:16]=[CH:15][NH:14][C:13](=[O:17])[CH:12]=2)[CH3:9])=[CH:4][CH:3]=1.C(OC1C=CN(C2C=CC([O:38][CH2:39][CH2:40][N:41]3[CH2:46][CH2:45][CH2:44][CH2:43]C3)=CN=2)C(=O)C=1)C1C=CC=CC=1.C(O)[C:49]1[CH:54]=[CH:53][CH:52]=[CH:51][CH:50]=1.FC1C=CC(C(O)C)=CC=1.C(OC1C=CNC(=O)C=1)C1C=CC=CC=1>>[F:1][C:2]1[CH:3]=[CH:4][C:5]([CH:8]([O:10][C:11]2[CH:16]=[CH:15][N:14]([C:52]3[CH:51]=[CH:50][C:49]([O:38][CH2:39][CH2:40][N:41]4[CH2:46][CH2:45][CH2:44][CH2:43]4)=[CH:54][CH:53]=3)[C:13](=[O:17])[CH:12]=2)[CH3:9])=[CH:6][CH:7]=1. Procedure: Example 12 was repeated except that 4-[1-(4-fluorophenyl)ethoxy]-1H-pyridin-2-one as obtained by repeating Steps (1) and (2) of Example 1 in which benzyl alcohol was replaced with 1-(4-fluorophenyl)ethanol, was used in place of 4-benzyloxy-1H-pyridin-2-one, to provide the title compound. Starting materials: FC1=CC=C(C=C1)C(C)OC1=CC(NC=C1)=O (4-[1-(4-fluorophenyl)ethoxy]-1H-pyridin-2-one), FC1=CC=C(C=C1)C(C)O (1-(4-fluorophenyl)ethanol), C(C1=CC=CC=C1)OC1=CC(NC=C1)=O (4-benzyloxy-1H-pyridin-2-one), C(C1=CC=CC=C1)OC1=CC(N(C=C1)C1=NC=C(C=C1)OCCN1CCCCC1)=O (4-benzyloxy-1-{5-[2-(1-piperidinyl)ethoxy]pyridin-2-yl}-1H-pyridin-2-one), C(C1=CC=CC=C1)O (benzyl alcohol).